Dataset: the Open Reaction Database (ORD), a public repository of structured organic reaction records. Task: describe an organic reaction: reactants, conditions, products, and yield The reactants are NC1=NC=CC(=C1)C (2-amino-4-methylpyridine), ClSC1=C(C(=O)Cl)C=CC=C1 (2-chlorosulfenylbenzoyl chloride). Solvent: N1=CC=CC=C1 (pyridine). Run at temperature 50 celsius. The product is CC1=CC(=NC=C1)N1SC2=C(C1=O)C=CC=C2 (2-(4-Methylpyridin-2-yl)-3-oxo-3h-benzo[d]isothiazole). The yield is 37.1%. As a reaction SMILES: [NH2:1][C:2]1[CH:7]=[C:6]([CH3:8])[CH:5]=[CH:4][N:3]=1.Cl[S:10][C:11]1[CH:19]=[CH:18][CH:17]=[CH:16][C:12]=1[C:13](Cl)=[O:14]>N1C=CC=CC=1>[CH3:8][C:6]1[CH:5]=[CH:4][N:3]=[C:2]([N:1]2[C:13](=[O:14])[C:12]3[CH:16]=[CH:17][CH:18]=[CH:19][C:11]=3[S:10]2)[CH:7]=1. Reported procedure: Using the method of Fischer and Hurni (Arzneimittel Forsch., 1964;14:1301) 5.4 g (0.05 mol) of 2-amino-4-methylpyridine in 50 mL of pyridine at 10° C. was reacted with 10.3 g (0.05 mol) of 2-chlorosulfenylbenzoyl chloride. The mixture was heated to 50° C. and maintained at that temperature for 2 hours. The mixture was cooled to 25° C. and filtered. The solid was recrystallized from benzene to give 4.5 g of the title compound, mp 195°-196.5° C. Starting materials: C(C)C1=C2N(C3=CC=CC=C13)C(C(CC2)CC=2N=CNC2C)=O (10-ethyl-8,9-dihydro-7-[(5-methyl-1H-imidazol-4-yl)methyl]pyrido[1,2-a]indol-6(7H)-one), Cl (hydrochloric acid). The solvent is CO (methanol), CCOCC (ether). Run at temperature 60 celsius. The product is Cl.C(C)C1=C2N(C3=CC=CC=C13)C(C(CC2)CC=2N=CNC2C)=O (10-ethyl-8,9-dihydro-7-[(5-methyl-1H-imidazol-4-yl)methyl]pyrido[1,2-a]indol-6(7H)-one hydrochloride). RXN SMILES: [CH2:1]([C:3]1[C:11]2[C:6](=[CH:7][CH:8]=[CH:9][CH:10]=2)[N:5]2[C:12](=[O:23])[CH:13]([CH2:16][C:17]3[N:18]=[CH:19][NH:20][C:21]=3[CH3:22])[CH2:14][CH2:15][C:4]=12)[CH3:2].[ClH:24]>CO.CCOCC>[ClH:24].[CH2:1]([C:3]1[C:11]2[C:6](=[CH:7][CH:8]=[CH:9][CH:10]=2)[N:5]2[C:12](=[O:23])[CH:13]([CH2:16][C:17]3[N:18]=[CH:19][NH:20][C:21]=3[CH3:22])[CH2:14][CH2:15][C:4]=12)[CH3:2] |f:4.5|. Procedure: A suspension of 10-ethyl-8,9-dihydro-7-[(5-methyl-1H-imidazol-4-yl)methyl]pyrido[1,2-a]indol-6(7H)-one (285 mg) in methanol (20 ml) was treated with 12N hydrochloric acid (0.2 ml) and heated at 60° C. After concentration of the solution under reduced pressure to 3 ml, the solution was diluted with ether (6 ml) and allowed to stand at room temperature. The crystals were collected and washed with ether to give 10-ethyl-8,9-dihydro-7-[(5-methyl-1H-imidazol-4-yl)methyl]pyrido[1,2-a]indol-6(7H)-one h...